Dataset: the Open Reaction Database (ORD), a public repository of structured organic reaction records. Task: describe an organic reaction: reactants, conditions, products, and yield Reaction SMILES: [N+:1]([C:4]1[CH:5]=[C:6]([C:10]2[CH:15]=[CH:14][CH:13]=[CH:12][CH:11]=2)[CH:7]=[CH:8][CH:9]=1)([O-:3])=[O:2].Cl[S:17]([OH:20])(=[O:19])=[O:18]>>[N+:1]([C:4]1[CH:5]=[C:6]([C:10]2[C:11]([S:17]([OH:20])(=[O:19])=[O:18])=[CH:12][CH:13]=[CH:14][CH:15]=2)[CH:7]=[CH:8][CH:9]=1)([O-:3])=[O:2]. Reported procedure: 3′-Nitrobiphenyl (10 g) was added slowly to chlorosulfonic acid (20 mL) at room temperature and stirring was continued for 2 hours. The mixture was carefully dripped into ice water and extracted with DCM. The solvent was evaporated to give the title compound as a white powder. Reactants: [N+](=O)([O-])C=1C=C(C=CC1)C1=CC=CC=C1 (3′-Nitrobiphenyl), ClS(=O)(=O)O (chlorosulfonic acid), ice water. Reaction conditions: time 2 hour. Yields the product [N+](=O)([O-])C=1C=C(C=CC1)C=1C(=CC=CC1)S(=O)(=O)O (3′-Nitrobiphenyl sulfonic acid). Starting materials: BrC1=CC=C(C=C1)O (4-bromophenol), C(CO)Br (ethylene bromohydrin), C(=O)([O-])[O-].[K+].[K+] (K2CO3), CC(=O)C (acetone). Run in O (water). Product: BrC1=CC=C(C=C1)OCCO (1-bromo-4-(2-hydroxyethoxy)benzene). Isolated yield 44.2%. Reaction SMILES: [Br:1][C:2]1[CH:7]=[CH:6][C:5]([OH:8])=[CH:4][CH:3]=1.[CH2:9](Br)[CH2:10][OH:11].C([O-])([O-])=O.[K+].[K+].CC(C)=O>O>[Br:1][C:2]1[CH:7]=[CH:6][C:5]([O:8][CH2:9][CH2:10][OH:11])=[CH:4][CH:3]=1 |f:2.3.4|. Procedure details: In a reactor, 10.0 g of 4-bromophenol, 7.95 g of ethylene bromohydrin, 16.0 g of K2CO3, and 300 ml of acetone were charged, and stirred and refluxed for 50 hours to give a reaction solution. The reaction solution was poured into water, extracted with toluene, washed with water, and thereafter dried over sodium sulfate anhydride, and the solvent was evaporated and the residue was distilled under reduced pressure in GTO (glass tube oven) to give 5.55 g (Y., 44.3%) of 1-bromo-4-(2-hydroxyethoxy)ben... Reactants: CCO, COC(=O)c1ccc2c(c1)C(SCCI)c1ccccc1CO2, c1ccc(N2CCNCC2)cc1. Yields the product COC(=O)c1ccc2c(c1)C(SCCN1CCN(c3ccccc3)CC1)c1ccccc1CO2. As a reaction SMILES: [CH3:36][CH2:37][OH:38].[I:1][CH2:2][CH2:3][S:4][CH:5]1[c:6]2[c:7]([cH:16][cH:17][c:18]([C:20](=[O:21])[O:22][CH3:23])[cH:19]2)[O:8][CH2:9][c:10]2[c:11]1[cH:12][cH:13][cH:14][cH:15]2.[c:24]1([N:30]2[CH2:31][CH2:32][NH:33][CH2:34][CH2:35]2)[cH:25][cH:26][cH:27][cH:28][cH:29]1>>[CH2:2]([CH2:3][S:4][CH:5]1[c:6]2[c:7]([cH:16][cH:17][c:18]([C:20](=[O:21])[O:22][CH3:23])[cH:19]2)[O:8][CH2:9][c:10]2[c:11]1[cH:12][cH:13][cH:14][cH:15]2)[N:33]1[CH2:32][CH2:31][N:30]([c:24]2[cH:25][cH:26][cH:27][cH:28][cH:29]2)[CH2:35][CH2:34]1. Reactants: Cl, C1COCCO1, C=COC(=O)N1CC2C(=O)C=CC(c3ccccc3)(c3ccccc3)C2C1. Product: Cl, O=C1C=CC(c2ccccc2)(c2ccccc2)C2CNCC12. RXN SMILES: [ClH:28].[O:29]1[CH2:30][CH2:31][O:32][CH2:33][CH2:34]1.[c:1]1([C:7]2([c:22]3[cH:23][cH:24][cH:25][cH:26][cH:27]3)[CH:8]=[CH:9][C:10](=[O:21])[CH:11]3[CH2:12][N:13]([C:16]([O:17][CH:18]=[CH2:19])=[O:20])[CH2:14][CH:15]23)[cH:2][cH:3][cH:4][cH:5][cH:6]1>>[ClH:28].[c:1]1([C:7]2([c:22]3[cH:23][cH:24][cH:25][cH:26][cH:27]3)[CH:8]=[CH:9][C:10](=[O:21])[CH:11]3[CH2:12][NH:13][CH2:14][CH:15]23)[cH:2][cH:3][cH:4][cH:5][cH:6]1. RXN SMILES: Cl.[NH2:2][CH:3]([CH:21]([CH3:23])[CH3:22])[C:4]([C:6]1[CH:11]=[C:10]([C:12]([CH3:15])([CH3:14])[CH3:13])[C:9]([OH:16])=[C:8]([C:17]([CH3:20])([CH3:19])[CH3:18])[CH:7]=1)=O.[N-:24]=[C:25]=[O:26].[K+].Cl>>[C:12]([C:10]1[CH:11]=[C:6]([C:4]2[NH:24][C:25](=[O:26])[NH:2][C:3]=2[CH:21]([CH3:23])[CH3:22])[CH:7]=[C:8]([C:17]([CH3:20])([CH3:18])[CH3:19])[C:9]=1[OH:16])([CH3:14])([CH3:13])[CH3:15] |f:0.1,2.3|. Procedure details: By following the same procedure as in Example 6 using 1.7 g of 2-amino-1-(3,5-di-tert-butyl-4-hydroxyphenyl)-3-methyl-1-butanone hydrochloride, 0.8 g of potassium isocyanate, and 1 ml of concentrated hydrochloric acid and recrystallizing the reaction product from aqueous isopropanol, 0.35 g of 4-(3,5-di-tert-butyl-4-hydroxyphenyl)-5-isopropyl-2-oxo-4-imidazoline was obtained. The yield is 21.3%. Starting materials: Cl.NC(C(=O)C1=CC(=C(C(=C1)C(C)(C)C)O)C(C)(C)C)C(C)C (2-amino-1-(3,5-di-tert-butyl-4-hydroxyphenyl)-3-methyl-1-butanone hydrochloride), [N-]=C=O.[K+] (potassium isocyanate), Cl (hydrochloric acid). Product: C(C)(C)(C)C=1C=C(C=C(C1O)C(C)(C)C)C=1NC(NC1C(C)C)=O (4-(3,5-di-tert-butyl-4-hydroxyphenyl)-5-isopropyl-2-oxo-4-imidazoline). Starting materials: C(C)(C)(C)OC(=O)NCCCCNC(=O)N1CCC(C2=C(C1)C=CC=C2)CC(=O)OC (Methyl 2-(2-(N-(4-tertbutoxycarbonylaminobut-1-yl) carbamoyl)-1H,3H,4H-5H-benzo[e]azapin-5-yl)acetate). Solvent: Cl (HCl), C(C)(=O)OCC (ethyl acetate). The product is NCCCCNC(=O)N1CCC(C2=C(C1)C=CC=C2)CC(=O)OC (Methyl 2-(2-(N-(4-aminobut-1-yl)carbamoyl)-1H,3H,4H-5H-benzo[e]azapin-5-yl)acetate). Reaction SMILES: C(OC([NH:8][CH2:9][CH2:10][CH2:11][CH2:12][NH:13][C:14]([N:16]1[CH2:22][C:21]2[CH:23]=[CH:24][CH:25]=[CH:26][C:20]=2[CH:19]([CH2:27][C:28]([O:30][CH3:31])=[O:29])[CH2:18][CH2:17]1)=[O:15])=O)(C)(C)C>Cl.C(OCC)(=O)C>[NH2:8][CH2:9][CH2:10][CH2:11][CH2:12][NH:13][C:14]([N:16]1[CH2:22][C:21]2[CH:23]=[CH:24][CH:25]=[CH:26][C:20]=2[CH:19]([CH2:27][C:28]([O:30][CH3:31])=[O:29])[CH2:18][CH2:17]1)=[O:15]. Reported procedure: Methyl 2-(2-(N-(4-tertbutoxycarbonylaminobut-1-yl) carbamoyl)-1H,3H,4H-5H-benzo[e]azapin-5-yl)acetate was stirred in HCl in ethyl acetate (1.17M, 20 mL) at room temperature for 12 h. The solvent was removed under vacuum and the residue was trituated with ether. The product was diluted with methylene chloride and extracted with sodium hydroxide (0.5M). The organic phase was concentrated in vacuo and azeotroped with toluene to yield the product as a white solid. EI-MS m/z 334 (M+H)+ Starting materials: O=C1N(C(C2=CC=CC=C12)=O)CCCC=1C=C(C=O)C=CC1 (3-(3-(1,3-dioxoisoindolin-2-yl)propyl)benzaldehyde). The reagents and catalysts are [Br-].C(CCC)[P+](C1=CC=CC=C1)(C1=CC=CC=C1)C1=CC=CC=C1 (butyltriphenylphosphonium bromide). The product is C(=CCCC)C=1C=C(C=CC1)CCCN1C(C2=CC=CC=C2C1=O)=O (2-(3-(3-(pent-1-enyl)phenyl)propyl)isoindoline-1,3-dione). RXN SMILES: [O:1]=[C:2]1[C:10]2[C:5](=[CH:6][CH:7]=[CH:8][CH:9]=2)[C:4](=[O:11])[N:3]1[CH2:12][CH2:13][CH2:14][C:15]1[CH:16]=[C:17]([CH:20]=[CH:21][CH:22]=1)[CH:18]=O>[Br-].C([P+](C1C=CC=CC=1)(C1C=CC=CC=1)C1C=CC=CC=1)CCC>[CH:18]([C:17]1[CH:16]=[C:15]([CH2:14][CH2:13][CH2:12][N:3]2[C:2](=[O:1])[C:10]3[C:5](=[CH:6][CH:7]=[CH:8][CH:9]=3)[C:4]2=[O:11])[CH:22]=[CH:21][CH:20]=1)=[CH:4][CH2:5][CH2:6][CH3:7] |f:1.2|. Reported procedure: Coupling of aldehyde 29 with butyltriphenylphosphonium bromide following the method used in Example 1 gave 2-(3-(3-(pent-1-enyl)phenyl)propyl)isoindoline-1,3-dione as a yellow oil. Yield (0.198 g, 46%), isomer ratio 5:1: 1H NMR (500 MHz, CDCl3) δ 7.84-7.81 (m, 2H), 7.72-7.68 (m, 2H), 7.22-7.01 (m, 4H), 6.37-6.16 (m, 1H), 5.66-5.61 (m, 1H), 3.76 (t, J=7.2 Hz, 2H), 2.69-2.65 (m, 2H), 2.31-2.15 (m, 2H), 2.04 (quint, J=7.5 Hz, 2H), 1.51-1.40 (m, 2H), 0.97-0.92 (m, 3H). The reactants are N[C@@H](COC1=C2C(=NC=NC2=CC=C1)NC1=CC(=C(C=C1)OCC=1N=CSC1)Cl)C (5-{[(2R)-2-aminopropyl]oxy}-N-[3-chloro-4-(1,3-thiazol-4-ylmethoxy)phenyl]quinazolin-4-amine), O[C@H]1C(=O)OCC1 ((R)-(+)-α-hydroxy-γ-butyrolactone). The product is ClC=1C=C(C=CC1OCC=1N=CSC1)NC1=NC=NC2=CC=CC(=C12)OC[C@@H](C)NC([C@@H](CCO)O)=O ((2R)-N-{(1R)-2-[(4-{[3-Chloro-4-(1,3-thiazol-4-ylmethoxy)phenyl]amino}quinazolin-5-yl)oxy]-1-methylethyl}-2,4-dihydroxybutanamide). Yield: 73.0%. As a reaction SMILES: [NH2:1][C@H:2]([CH3:30])[CH2:3][O:4][C:5]1[CH:14]=[CH:13][CH:12]=[C:11]2[C:6]=1[C:7]([NH:15][C:16]1[CH:21]=[CH:20][C:19]([O:22][CH2:23][C:24]3[N:25]=[CH:26][S:27][CH:28]=3)=[C:18]([Cl:29])[CH:17]=1)=[N:8][CH:9]=[N:10]2.[OH:31][C@@H:32]1[CH2:37][CH2:36][O:35][C:33]1=[O:34]>>[Cl:29][C:18]1[CH:17]=[C:16]([NH:15][C:7]2[C:6]3[C:11](=[CH:12][CH:13]=[CH:14][C:5]=3[O:4][CH2:3][C@H:2]([NH:1][C:33](=[O:34])[C@H:32]([OH:31])[CH2:37][CH2:36][OH:35])[CH3:30])[N:10]=[CH:9][N:8]=2)[CH:21]=[CH:20][C:19]=1[O:22][CH2:23][C:24]1[N:25]=[CH:26][S:27][CH:28]=1. Reported procedure: The procedure described in Example 63 was repeated using 5-{[(2R)-2-aminopropyl]oxy}-N-[3-chloro-4-(1,3-thiazol-4-ylmethoxy)phenyl]quinazolin-4-amine and (R)-(+)-α-hydroxy-γ-butyrolactone to give the title compound in 73% yield; NMR spectrum (DMSO-d6) 1.22 (d, 3H), 1.46-1.61 (m, 1H), 1.72-1.87 (m, 1H), 3.40-3.54 (m, 2H), 3.84-3.97 (m, 1H), 4.19-4.41 (m, 3H), 4.42-4.58 (m, 1H), 5.35 (s, 2H), 5.40 (d, 1H), 7.14 (d, 1H), 7.25-7.38 (m, 2H), 7.53 (dd, 1H), 7.72 (t, 1H), 7.80 (d, 1H), 7.92-8.05 (m, 2H... Reactants: ClC1=CC=C(C=C1)O (4-chlorophenol), C(C)(C)(C)O (tert-butanol), CC#N (CH3CN). Product: C(C)(C)(C)C1=C(C=C(C(=C1)Cl)N)O (2-tert-Butyl-5-amino-4-chlorophenol). RXN SMILES: [Cl:1][C:2]1[CH:7]=[CH:6][C:5]([OH:8])=[CH:4][CH:3]=1.[C:9](O)([CH3:12])([CH3:11])[CH3:10].CC#[N:16]>>[C:9]([C:6]1[CH:7]=[C:2]([Cl:1])[C:3]([NH2:16])=[CH:4][C:5]=1[OH:8])([CH3:12])([CH3:11])[CH3:10]. Procedure: 2-tert-Butyl-5-amino-4-chlorophenol (C-10) was synthesized following the general scheme above starting from 4-chlorophenol and tert-butanol. Overall yield (6%). HPLC ret. time 3.07 min, 10-99% CH3CN, 5 min run; ESI-MS 200.2 m/z (MH+). Starting materials: CCO, Cl, [K+], [OH-], O, O, CCOC(=O)c1ccc(NCCCCCc2ccccc2)cc1. Yields the product O=C(O)c1ccc(NCCCCCc2ccccc2)cc1. RXN SMILES: [CH2:27]([OH:28])[CH3:29].[ClH:30].[K+:25].[OH-:24].[OH2:26].[OH2:31].[c:1]1([CH2:7][CH2:8][CH2:9][CH2:10][CH2:11][NH:12][c:13]2[cH:14][cH:15][c:16]([C:17](=[O:18])[O:19][CH2:20][CH3:21])[cH:22][cH:23]2)[cH:2][cH:3][cH:4][cH:5][cH:6]1>>[c:1]1([CH2:7][CH2:8][CH2:9][CH2:10][CH2:11][NH:12][c:13]2[cH:14][cH:15][c:16]([C:17](=[O:18])[OH:19])[cH:22][cH:23]2)[cH:2][cH:3][cH:4][cH:5][cH:6]1.